From a dataset of the Open Reaction Database (ORD), a public repository of structured organic reaction records. describe an organic reaction: reactants, conditions, products, and yield Starting materials: CC(C)(C)O[K], Cc1ccc(CCO[Si](C)(C)C(C)(C)C)cc1, CC(C)(C)OC(=O)N1CCC2(CCNC2)CC1, Cc1ccccc1, O, c1ccc(-c2ccccc2P(C2CCCCC2)C2CCCCC2)cc1. Product: CC(C)(C)OC(=O)N1CCC2(CC1)CCN(c1ccc(CCO[Si](C)(C)C(C)(C)C)cc1)C2. RXN SMILES: [C:26]([O:27][K:28])([CH3:29])([CH3:30])[CH3:31].[C:32]([CH3:33])([CH3:34])([CH3:35])[Si:36]([O:37][CH2:38][CH2:39][c:40]1[cH:41][cH:42][c:43]([CH3:46])[cH:44][cH:45]1)([CH3:47])[CH3:48].[CH2:49]1[NH:50][CH2:51][CH2:52][C:53]12[CH2:54][CH2:55][N:56]([C:59](=[O:60])[O:61][C:62]([CH3:63])([CH3:64])[CH3:65])[CH2:57][CH2:58]2.[CH3:67][c:68]1[cH:69][cH:70][cH:71][cH:72][cH:73]1.[OH2:66].[c:1]1(-[c:2]2[cH:3][cH:4][cH:5][cH:6][cH:7]2)[cH:8][cH:9][cH:10][cH:11][c:12]1[P:13]([CH:14]1[CH2:15][CH2:16][CH2:17][CH2:18][CH2:19]1)[CH:20]1[CH2:21][CH2:22][CH2:23][CH2:24][CH2:25]1>>[C:32]([CH3:33])([CH3:34])([CH3:35])[Si:36]([O:37][CH2:38][CH2:39][c:40]1[cH:41][cH:42][c:43]([N:50]2[CH2:49][C:53]3([CH2:52][CH2:51]2)[CH2:54][CH2:55][N:56]([C:59](=[O:60])[O:61][C:62]([CH3:63])([CH3:64])[CH3:65])[CH2:57][CH2:58]3)[cH:44][cH:45]1)([CH3:47])[CH3:48]. The reactants are C(C)OC=1C=C(CN2CCC(CC2)N)C=CC1OC (1-(3-ethoxy-4-methoxy-benzyl)-piperidin-4-ylamine), C(C)OC=1C=C(CN2CCC(CC2)N)C=CC1OC (1-(3-ethoxy-4-methoxy-benzyl)-piperidin-4-ylamine), ClC1=NC=C(C#N)C=C1 (6-chloro-nicotinonitrile). The solvent is CC(=O)N(C)C (DMAc). Product: C(C)OC=1C=C(CN2CCC(CC2)NC2=NC=C(C#N)C=C2)C=CC1OC (6-[1-(3-Ethoxy-4-methoxy-benzyl)-piperidin-4-ylamino]-nicotinonitrile). Yield: 4.0%. As a reaction SMILES: Cl[C:2]1[CH:9]=[CH:8][C:5]([C:6]#[N:7])=[CH:4][N:3]=1.[CH2:10]([O:12][C:13]1[CH:14]=[C:15]([CH:24]=[CH:25][C:26]=1[O:27][CH3:28])[CH2:16][N:17]1[CH2:22][CH2:21][CH:20]([NH2:23])[CH2:19][CH2:18]1)[CH3:11]>CC(N(C)C)=O>[CH2:10]([O:12][C:13]1[CH:14]=[C:15]([CH:24]=[CH:25][C:26]=1[O:27][CH3:28])[CH2:16][N:17]1[CH2:18][CH2:19][CH:20]([NH:23][C:2]2[CH:9]=[CH:8][C:5]([C:6]#[N:7])=[CH:4][N:3]=2)[CH2:21][CH2:22]1)[CH3:11]. Reported procedure: A solution of 6-chloro-nicotinonitrile (20.8 mg, 0.15 mmol, 1.0 equiv; commercially available) and 1-(3-ethoxy-4-methoxy-benzyl)-piperidin-4-ylamine (47.6 mg, 0.18 mmol, 1.2 equiv; intermediate A1) in DMAc (1.5 mL) was heated by microwave irradiation to 180° C. for 10 min. Removal of the solvent under reduced pressure and purification by preparative HPLC on reversed phase eluting with a gradient of acetonitrile/water provided 2.2 mg (4%) of the title compound. MS (ISP): 367.3 [M+H]+.